describe an organic reaction: reactants, conditions, products, and yield From a dataset of the Open Reaction Database (ORD), a public repository of structured organic reaction records. Reactants: B (borane), ClC1=C(C=CC(=C1)Cl)C1=CC=C(C=C1)S(=O)(=O)NC=1C=C(C(=O)N(C)C)C=CC1 (3-(2′,4′-dichlorobiphenyl-4-ylsulfonamido)-N,N-dimethylbenzamide), [Cl-].[NH4+] (ammonium chloride). Run in C1CCOC1 (THF), C1CCOC1 (THF), O (water). Conditions: temperature 50 celsius. Yields the product ClC1=C(C=CC(=C1)Cl)C1=CC=C(C=C1)S(=O)(=O)NC1=CC(=CC=C1)CN(C)C (2′,4′-Dichloro-N-(3-((dimethylamino)methyl)phenyl)biphenyl-4-sulfonamide), glass. As a reaction SMILES: [Cl:1][C:2]1[CH:7]=[C:6]([Cl:8])[CH:5]=[CH:4][C:3]=1[C:9]1[CH:14]=[CH:13][C:12]([S:15]([NH:18][C:19]2[CH:20]=[C:21]([CH:27]=[CH:28][CH:29]=2)[C:22]([N:24]([CH3:26])[CH3:25])=O)(=[O:17])=[O:16])=[CH:11][CH:10]=1.B.[Cl-].[NH4+]>C1COCC1.O>[Cl:1][C:2]1[CH:7]=[C:6]([Cl:8])[CH:5]=[CH:4][C:3]=1[C:9]1[CH:14]=[CH:13][C:12]([S:15]([NH:18][C:19]2[CH:29]=[CH:28][CH:27]=[C:21]([CH2:22][N:24]([CH3:26])[CH3:25])[CH:20]=2)(=[O:17])=[O:16])=[CH:11][CH:10]=1 |f:2.3|. Reported procedure: A solution of 3-(2′,4′-dichlorobiphenyl-4-ylsulfonamido)-N,N-dimethylbenzamide (130 mg, 0.29 mmol) in THF (5 mL) was stirred at room temperature and 1 M borane in THF (1.45 mL, 1.45 mmol) was added. The solution was heated at 50° C. for 45 minutes. The mixture was then cooled and saturated ammonium chloride (5 mL) was added. The mixture was further diluted with water (10 mL) and extracted with EtOAc (3×15 mL). The combined organic layers were dried over MgSO4, filtered and evaporated. The residu... Reactants: NC1=CC=C(C=C1)N1C2=C(NC(CC1=O)=O)C1=CC=CC=C1C=C2 (5-(4-Aminophenyl)-1H-naphtho[1,2-b][1,4]diazepine-2,4(3H,5H)-dione), Cl.N1=CC(=CC=C1)OCC(=O)O (pyridin-3-yloxyacetic acid hydrochloride), CCN=C=NCCCN(C)C.Cl (WSC.HCl), N1=CC=CC=C1 (pyridine). Run in O (water). Run at time 4 hour. The product is N1=CC(=CC=C1)OCC(=O)NC1=CC=C(C=C1)N1C2=C(NC(CC1=O)=O)C1=CC=CC=C1C=C2 (5-[4-[2-[(pyridin-3-yl)oxy]acetylamino]phenyl]-1H-naphtho[1,2-b][1,4]diazepine-2,4(3H,5H)-dione). The yield is 90.6%. RXN SMILES: [NH2:1][C:2]1[CH:7]=[CH:6][C:5]([N:8]2[C:14](=[O:15])[CH2:13][C:12](=[O:16])[NH:11][C:10]3[C:17]4[C:22]([CH:23]=[CH:24][C:9]2=3)=[CH:21][CH:20]=[CH:19][CH:18]=4)=[CH:4][CH:3]=1.Cl.[N:26]1[CH:31]=[CH:30][CH:29]=[C:28]([O:32][CH2:33][C:34](O)=[O:35])[CH:27]=1.CCN=C=NCCCN(C)C.Cl.N1C=CC=CC=1>O>[N:26]1[CH:31]=[CH:30][CH:29]=[C:28]([O:32][CH2:33][C:34]([NH:1][C:2]2[CH:7]=[CH:6][C:5]([N:8]3[C:14](=[O:15])[CH2:13][C:12](=[O:16])[NH:11][C:10]4[C:17]5[C:22]([CH:23]=[CH:24][C:9]3=4)=[CH:21][CH:20]=[CH:19][CH:18]=5)=[CH:4][CH:3]=2)=[O:35])[CH:27]=1 |f:1.2,3.4|. Procedure details: 5-(4-Aminophenyl)-1H-naphtho[1,2-b][1,4]diazepine-2,4(3H,5H)-dione (32 mg, 0.1 mmol) obtained in Example 1, (3), pyridin-3-yloxyacetic acid hydrochloride (23 mg, 0.12 mmol), WSC.HCl (23 mg, 0.12 mmol), and dry pyridine (1 mL) were mixed, and the mixture was stirred at room temperature for 4 hours. This reaction mixture was added with water, and the mixture was extracted with ethyl acetate. The ethyl acetate layer was washed with saturated brine, and dried over anhydrous sodium sulfate. The solve...